This data is from the Open Reaction Database (ORD), a public repository of structured organic reaction records. The task is: describe an organic reaction: reactants, conditions, products, and yield The reactants are ClCCl, O=C(O)C(CC1CCCC1)c1cccc(C(F)(F)F)c1, O=C(Cl)C(=O)Cl. The product is O=C(Cl)C(CC1CCCC1)c1cccc(C(F)(F)F)c1. Reaction SMILES: [CH2:27]([Cl:28])[Cl:29].[CH:1]1([CH2:6][CH:7]([C:8](=[O:9])[OH:10])[c:11]2[cH:12][c:13]([C:17]([F:18])([F:19])[F:20])[cH:14][cH:15][cH:16]2)[CH2:2][CH2:3][CH2:4][CH2:5]1.[Cl:21][C:22]([C:23]([Cl:24])=[O:25])=[O:26]>>[CH:1]1([CH2:6][CH:7]([C:8](=[O:9])[Cl:21])[c:11]2[cH:12][c:13]([C:17]([F:18])([F:19])[F:20])[cH:14][cH:15][cH:16]2)[CH2:2][CH2:3][CH2:4][CH2:5]1. Starting materials: NC=1SC(=CC1C(=O)OC)C(C)C (Methyl 2-amino-5-isopropylthiophene-3-carboxylate), C (charcoal). The solvent is [OH-].[Na+] (sodium hydroxide), C(C)O (ethanol), C(C)O (ethanol). Yields the product NC=1SC(=CC1C(=O)O)C(C)C (2-amino-5-isopropylthiophene-3-carboxylic acid). Isolated yield 70.2%. RXN SMILES: [NH2:1][C:2]1[S:3][C:4]([CH:11]([CH3:13])[CH3:12])=[CH:5][C:6]=1[C:7]([O:9]C)=[O:8].C>[OH-].[Na+].C(O)C>[NH2:1][C:2]1[S:3][C:4]([CH:11]([CH3:13])[CH3:12])=[CH:5][C:6]=1[C:7]([OH:9])=[O:8] |f:2.3|. Procedure: Methyl 2-amino-5-isopropylthiophene-3-carboxylate (59.8 g, 0.3 mol) was dissolved in 210 ml of 50% aqueous ethanol containing 24.6 g (0.6 mol) of sodium hydroxide and refluxed overnight. The ethanol was evaporated in vacuo, and the aqueous solution was extracted twice with chloroform. The aqueous phase was acidified by adjusting the pH to 4.5 with hydrochloric acid. The precipitate was isolated, dissolved in 150 ml of ethanol, and treated with 4 g of charcoal (Norit SU18). The mixture was filter... Starting materials: solid, [N+](=O)([O-])C1=CC=C(C=C1)C1=CC=NN1C1=CC=C(C=C1)C (5-(4-nitro-phenyl)-1 p-tolyl-1H-pyrazole), [N+](=O)([O-])C1=CC=C(C=C1)C1=CC=NN1C1=CC=C(C=C1)C (5-(4-nitro-phenyl)-1 p-tolyl-1H-pyrazole), FC1=CC=C(C=C1)CC#N (2-(4-fluoro-phenyl)-acetonitrile). Product: FC1=CC=C(C=C1)C1=C2C(=NO1)C=CC(=C2)C=2N(N=CC2)C2=CC=C(C=C2)C (3-(4-Fluoro-phenyl)-5-(2-p-tolyl-2H-pyrazol-3-yl)-benzo[c]isoxazole). Reaction SMILES: [N+:1]([C:4]1[CH:9]=[CH:8][C:7]([C:10]2[N:14]([C:15]3[CH:20]=[CH:19][C:18]([CH3:21])=[CH:17][CH:16]=3)[N:13]=[CH:12][CH:11]=2)=[CH:6][CH:5]=1)([O-:3])=O.[F:22][C:23]1[CH:28]=[CH:27][C:26]([CH2:29]C#N)=[CH:25][CH:24]=1>>[F:22][C:23]1[CH:28]=[CH:27][C:26]([C:29]2[O:3][N:1]=[C:4]3[CH:5]=[CH:6][C:7]([C:10]4[N:14]([C:15]5[CH:20]=[CH:19][C:18]([CH3:21])=[CH:17][CH:16]=5)[N:13]=[CH:12][CH:11]=4)=[CH:8][C:9]=23)=[CH:25][CH:24]=1. Procedure details: The title compound, light grey solid (50 mg, 38%), MS (ISP) m/z=370.2 [(M+H)+], mp 173° C., was prepared in accordance with the general method of example 1 from 5-(4-nitro-phenyl)-1 p-tolyl-1H-pyrazole (intermediate E) (100 mg, 353 μmol) and commercially available 2-(4-fluoro-phenyl)-acetonitrile. Reactants: COC(=O)N[C@H](C(=O)N1[C@@H](CCC1)C=1NC(=CN1)C1=CC=C(C=C1)C#CC#CC1=CN=C(N1)[C@H]1N(CCC1)C(=O)OC(C)(C)C)C(C)C ((S)-tert-butyl 2-(5-{[4-(2-{(S)-1-[(S)-2-(methoxycarbonylamino)-3-methylbutanoyl]pyrrolidin-2-yl}-1H-imidazol-5-yl)phenyl]buta-1,3-diynyl}-1H-imidazol-2-yl)pyrrolidine-1-carboxylate), Cl.Cl.N1[C@@H](CCC1)C=1NC(=CN1)C1=CC=C(C=C1)C#CC#C[Si](C)(C)C ((S)-2-(pyrrolidin-2-yl)-5-{4-[(trimethylsilyl)buta-1,3-diynyl]phenyl}-1H-imidazole dihydrochloride). Yields the product Cl.Cl.Cl.CC([C@@H](C(N1[C@@H](CCC1)C=1NC(=CN1)C1=CC=C(C=C1)C#CC#CC1=CN=C(N1)[C@H]1NCCC1)=O)NC(OC)=O)C (methyl (S)-3-methyl-1-oxo-1-{(S)-2-[5-(4-{[2-((S)-pyrrolidin-2-yl)-1H-imidazol-5-yl]buta-1,3-diynyl}phenyl)-1H-imidazol-2-yl]pyrrolidin-1-yl}butan-2-ylcarbamate trihydrochloride). As a reaction SMILES: [CH3:1][O:2][C:3]([NH:5][C@@H:6]([CH:46]([CH3:48])[CH3:47])[C:7]([N:9]1[CH2:13][CH2:12][CH2:11][C@H:10]1[C:14]1[NH:15][C:16]([C:19]2[CH:24]=[CH:23][C:22]([C:25]#[C:26][C:27]#[C:28][C:29]3[NH:33][C:32]([C@@H:34]4[CH2:38][CH2:37][CH2:36][N:35]4C(OC(C)(C)C)=O)=[N:31][CH:30]=3)=[CH:21][CH:20]=2)=[CH:17][N:18]=1)=[O:8])=[O:4].[ClH:49].Cl.N1CCC[C@H]1C1NC(C2C=CC(C#CC#C[Si](C)(C)C)=CC=2)=CN=1>>[ClH:49].[ClH:49].[ClH:49].[CH3:47][CH:46]([CH3:48])[C@H:6]([NH:5][C:3](=[O:4])[O:2][CH3:1])[C:7](=[O:8])[N:9]1[CH2:13][CH2:12][CH2:11][C@H:10]1[C:14]1[NH:15][C:16]([C:19]2[CH:24]=[CH:23][C:22]([C:25]#[C:26][C:27]#[C:28][C:29]3[NH:33][C:32]([C@@H:34]4[CH2:38][CH2:37][CH2:36][NH:35]4)=[N:31][CH:30]=3)=[CH:21][CH:20]=2)=[CH:17][N:18]=1 |f:1.2.3,4.5.6.7|. Procedure details: Hydrochloric acid (HCl) in dioxane (4 M, 25 mL) was added to the solution of compound 3.3 (4.34 g, 10 mmol) in dioxane (25 mL). The resulting mixture was then stirred for 4 h, rotovapped, washed with ether and dried under vacuum to obtain 4.02 g (99%) of (S)-2-(pyrrolidin-2-yl)-5-{4-[(trimethylsilyl)buta-1,3-diynyl]phenyl}-1H-imidazole dihydrochloride (3.8). The LC-MS molecular ion peak was at 334 (M+H)+. 1H NMR (DMSO-d6, 400 MHz) δ 10.35 (br s, 1H), 9.74 (br s, 1H), 8.12 (m, 1H), 7.95 (m, 2H), ... Starting materials: CC(C)C(COCc1ccccc1)NC(=O)OC(C)(C)C, O=CO. Product: CC(C)C(N)COCc1ccccc1. RXN SMILES: [C:1]([O:2][C:3](=[O:4])[NH:8][CH:9]([CH:10]([CH3:11])[CH3:12])[CH2:13][O:14][CH2:15][c:16]1[cH:17][cH:18][cH:19][cH:20][cH:21]1)([CH3:5])([CH3:6])[CH3:7].[CH:22]([OH:23])=[O:24]>>[NH2:8][CH:9]([CH:10]([CH3:11])[CH3:12])[CH2:13][O:14][CH2:15][c:16]1[cH:17][cH:18][cH:19][cH:20][cH:21]1. Reactants: COC(=O)c1ccc(-c2c(C)cccc2C)c(C)c1, Cl, [Na+], C1CCOC1, [OH-]. Product: Cc1cc(C(=O)O)ccc1-c1c(C)cccc1C. As a reaction SMILES: [CH3:1][O:2][C:3](=[O:4])[c:5]1[cH:6][c:7]([CH3:19])[c:8](-[c:11]2[c:12]([CH3:18])[cH:13][cH:14][cH:15][c:16]2[CH3:17])[cH:9][cH:10]1.[ClH:22].[Na+:21].[O:23]1[CH2:24][CH2:25][CH2:26][CH2:27]1.[OH-:20]>>[O:2]=[C:3]([OH:4])[c:5]1[cH:6][c:7]([CH3:19])[c:8](-[c:11]2[c:12]([CH3:18])[cH:13][cH:14][cH:15][c:16]2[CH3:17])[cH:9][cH:10]1. The reactants are C1(CCC1)NC(=O)[C@H]1N(CCC1)C(COC1=CC(=NN1C1=CC=CC=C1)C(=O)O)=O (5-[2-((S)-2-cyclobutylcarbamoyl-pyrrolidin-1-yl)-2-oxo-ethoxy]-1-phenyl-1H-pyrazole-3-carboxylic acid), CCN(C(C)C)C(C)C (DIPEA), C=1C=CC2=C(C1)N=NN2O (HOBt), Cl.C(CCC)OC(=O)N1CCN(CC1)C([C@H](CCCO[Si](C1=CC=CC=C1)(C1=CC=CC=C1)C(C)(C)C)N)=O (4-[(S)-2-Amino-5-(tert-butyl-diphenyl-silanyloxy)-pentanoyl]-piperazine-1-carboxylic acid butyl ester hydrochloride). Solvent: CN(C)C=O (DMF), C(CCl)Cl (EDC), C(C)(=O)OCC (ethyl acetate). Reaction conditions: time 12 hour. The product is C(CCC)OC(=O)N1CCN(CC1)C([C@H](CCCO[Si](C1=CC=CC=C1)(C1=CC=CC=C1)C(C)(C)C)NC(=O)C1=NN(C(=C1)OCC(=O)N1[C@@H](CCC1)C(NC1CCC1)=O)C1=CC=CC=C1)=O (4-[(S)-2-({5-[2-((S)-2-Cyclobutylcarbamoyl-pyrrolidin-1-yl)-2-oxo-ethoxy]-1-phenyl-1H-pyrazole-3-carbonyl}-amino)-5-(tert-butyl-diphenyl-silanyloxy)-pentanoyl]-piperazine-1-carboxylic acid butyl ester). RXN SMILES: [CH:1]1([NH:5][C:6]([C@@H:8]2[CH2:12][CH2:11][CH2:10][N:9]2[C:13](=[O:30])[CH2:14][O:15][C:16]2[N:20]([C:21]3[CH:26]=[CH:25][CH:24]=[CH:23][CH:22]=3)[N:19]=[C:18]([C:27](O)=[O:28])[CH:17]=2)=[O:7])[CH2:4][CH2:3][CH2:2]1.CCN(C(C)C)C(C)C.C1C=CC2N(O)N=NC=2C=1.Cl.[CH2:51]([O:55][C:56]([N:58]1[CH2:63][CH2:62][N:61]([C:64](=[O:88])[C@@H:65]([NH2:87])[CH2:66][CH2:67][CH2:68][O:69][Si:70]([C:83]([CH3:86])([CH3:85])[CH3:84])([C:77]2[CH:82]=[CH:81][CH:80]=[CH:79][CH:78]=2)[C:71]2[CH:76]=[CH:75][CH:74]=[CH:73][CH:72]=2)[CH2:60][CH2:59]1)=[O:57])[CH2:52][CH2:53][CH3:54]>CN(C=O)C.C(OCC)(=O)C.C(Cl)CCl>[CH2:51]([O:55][C:56]([N:58]1[CH2:59][CH2:60][N:61]([C:64](=[O:88])[C@@H:65]([NH:87][C:27]([C:18]2[CH:17]=[C:16]([O:15][CH2:14][C:13]([N:9]3[CH2:10][CH2:11][CH2:12][C@H:8]3[C:6](=[O:7])[NH:5][CH:1]3[CH2:4][CH2:3][CH2:2]3)=[O:30])[N:20]([C:21]3[CH:22]=[CH:23][CH:24]=[CH:25][CH:26]=3)[N:19]=2)=[O:28])[CH2:66][CH2:67][CH2:68][O:69][Si:70]([C:83]([CH3:86])([CH3:85])[CH3:84])([C:77]2[CH:82]=[CH:81][CH:80]=[CH:79][CH:78]=2)[C:71]2[CH:76]=[CH:75][CH:74]=[CH:73][CH:72]=2)[CH2:62][CH2:63]1)=[O:57])[CH2:52][CH2:53][CH3:54] |f:3.4|. Procedure: To a solution of 194 mg 5-[2-((S)-2-cyclobutylcarbamoyl-pyrrolidin-1-yl)-2-oxo-ethoxy]-1-phenyl-1H-pyrazole-3-carboxylic acid in 10 ml DMF were added 195 μl DIPEA, 135 mg EDC, 108 mg HOBt and 255 mg 4-[(S)-2-Amino-5-(tert-butyl-diphenyl-silanyloxy)-pentanoyl]-piperazine-1-carboxylic acid butyl ester hydrochloride. After stirring for 12 h the reaction mixture was diluted with ethyl acetate and subsequently washed with aqueous LiCl (4%), 0.1 M HCl and saturated NaHCO3. The crude product obtained a...